This data is from the Open Reaction Database (ORD), a public repository of structured organic reaction records. The task is: describe an organic reaction: reactants, conditions, products, and yield The reactants are NC1(CCC1)C1=CC=C(C=C1)C=1C(=CC2=C(OCC(N2CCC#N)=O)N1)C1=CC=CC=C1 (3-(6-(4-(1-aminocyclobutyl)phenyl)-2-oxo-7-phenyl-2,3-dihydro-1H-pyrido[2,3-b][1,4]oxazin-1-yl)propanenitrile), C(C)(C)(C)OC(NC1(CCC1)C1=CC=C(C=C1)C=1C(=CC2=C(OCC(N2C(C)C#N)=O)N1)C1=CC=CC=C1)=O (tert-butyl(1-(4-(1-(1-cyanoethyl)-2-oxo-7-phenyl-2,3-dihydro-1H-pyrido[2,3-b][1,4]oxazin-6-yl)phenyl)cyclobutyl)carbamate). The product is NC1(CCC1)C1=CC=C(C=C1)C=1C(=CC2=C(OCC(N2C(C#N)C)=O)N1)C1=CC=CC=C1 (2-(6-(4-(1-aminocyclobutyl)phenyl)-2-oxo-7-phenyl-2,3-dihydro-1H-pyrido[2,3-b][1,4]oxazin-1-yl)propanenitrile). Isolated yield 99.7%. RXN SMILES: NC1(C2C=CC(C3C(C4C=CC=CC=4)=CC4N(CCC#N)C(=O)COC=4N=3)=CC=2)CCC1.C(OC(=O)[NH:39][C:40]1([C:44]2[CH:49]=[CH:48][C:47]([C:50]3[C:51]([C:65]4[CH:70]=[CH:69][CH:68]=[CH:67][CH:66]=4)=[CH:52][C:53]4[N:58]([CH:59]([C:61]#[N:62])[CH3:60])[C:57](=[O:63])[CH2:56][O:55][C:54]=4[N:64]=3)=[CH:46][CH:45]=2)[CH2:43][CH2:42][CH2:41]1)(C)(C)C>>[NH2:39][C:40]1([C:44]2[CH:45]=[CH:46][C:47]([C:50]3[C:51]([C:65]4[CH:66]=[CH:67][CH:68]=[CH:69][CH:70]=4)=[CH:52][C:53]4[N:58]([CH:59]([CH3:60])[C:61]#[N:62])[C:57](=[O:63])[CH2:56][O:55][C:54]=4[N:64]=3)=[CH:48][CH:49]=2)[CH2:41][CH2:42][CH2:43]1. Procedure details: Following the procedure for 3-(6-(4-(1-aminocyclobutyl)phenyl)-2-oxo-7-phenyl-2,3-dihydro-1H-pyrido[2,3-b][1,4]oxazin-1-yl)propanenitrile, tert-butyl(1-(4-(1-(1-cyanoethyl)-2-oxo-7-phenyl-2,3-dihydro-1H-pyrido[2,3-b][1,4]oxazin-6-yl)phenyl)cyclobutyl)carbamate (7 mg, 0.013 mmol) was reacted to afford the title compound (5.5 mg). 1H NMR (500 MHz, CH3OD) 7.77 (1H, s), 7.44 (2H, d), 7.40 (2H, d), 7.30-7.34 (3H, m), 7.25-7.28 (2H, m), 6.03 (1H, q), 4.99 (2H, s), 2.7-2.85 (2H, m), 2.55-2.65 (2H, m), ...